From a dataset of the Open Reaction Database (ORD), a public repository of structured organic reaction records. describe an organic reaction: reactants, conditions, products, and yield Reactants: COc1ccccc1, COc1ccc(Cn2nnnc2-c2c(N3CCOCC3)nc3cc(CCc4nc(C(C)C)cs4)ccn3c2=O)cc1, O=C(O)C(F)(F)F. Yields the product CC(C)c1csc(CCc2ccn3c(=O)c(-c4nnn[nH]4)c(N4CCOCC4)nc3c2)n1. As a reaction SMILES: [CH3:42][O:43][c:44]1[cH:45][cH:46][cH:47][cH:48][cH:49]1.[CH:1]([CH3:2])([CH3:3])[c:4]1[n:5][c:6]([CH2:9][CH2:10][c:11]2[cH:12][c:13]3[n:14]([c:15](=[O:39])[c:16](-[c:25]4[n:26][n:27][n:28][n:29]4[CH2:30][c:31]4[cH:32][cH:33][c:34]([O:35][CH3:36])[cH:37][cH:38]4)[c:17]([N:19]4[CH2:20][CH2:21][O:22][CH2:23][CH2:24]4)[n:18]3)[cH:40][cH:41]2)[s:7][cH:8]1.[OH:50][C:51]([C:52]([F:53])([F:54])[F:55])=[O:56]>>[CH:1]([CH3:2])([CH3:3])[c:4]1[n:5][c:6]([CH2:9][CH2:10][c:11]2[cH:12][c:13]3[n:14]([c:15](=[O:39])[c:16](-[c:25]4[n:26][n:27][n:28][nH:29]4)[c:17]([N:19]4[CH2:20][CH2:21][O:22][CH2:23][CH2:24]4)[n:18]3)[cH:40][cH:41]2)[s:7][cH:8]1. The reactants are S1C(=NC2=C1C=CC=C2)C=2C(=NC=C(C2)Br)N (3-benzothiazol-2-yl-5-bromopyridin-2-ylamine), C(=O)(OC(C)(C)C)N1C(=CC2=CC=CC=C12)B(O)O (1-Boc-indole-2-boronic acid), C([O-])([O-])=O.[K+].[K+] (potassium carbonate). The reagents and catalysts are C1=CC=C(C=C1)P([C-]2C=CC=C2)C3=CC=CC=C3.C1=CC=C(C=C1)P([C-]2C=CC=C2)C3=CC=CC=C3.Cl[Pd]Cl.[Fe+2] (Pd(dppf)Cl2). The solvent is O1CCOCC1 (1,4-dioxane), O (H2O). Run at temperature 100 celsius, time 30 minute. Yields the product S1C(=NC2=C1C=CC=C2)C=2C(=NC=C(C2)C=2NC1=CC=CC=C1C2)N (3-(1,3-Benzothiazol-2-yl)-5-(1H-indol-2-yl)pyridin-2-amine). RXN SMILES: [S:1]1[C:5]2[CH:6]=[CH:7][CH:8]=[CH:9][C:4]=2[N:3]=[C:2]1[C:10]1[C:11]([NH2:17])=[N:12][CH:13]=[C:14](Br)[CH:15]=1.C([N:25]1[C:33]2[C:28](=[CH:29][CH:30]=[CH:31][CH:32]=2)[CH:27]=[C:26]1B(O)O)(OC(C)(C)C)=O.C(=O)([O-])[O-].[K+].[K+]>O1CCOCC1.O.C1C=CC(P(C2C=CC=CC=2)[C-]2C=CC=C2)=CC=1.C1C=CC(P(C2C=CC=CC=2)[C-]2C=CC=C2)=CC=1.Cl[Pd]Cl.[Fe+2]>[S:1]1[C:5]2[CH:6]=[CH:7][CH:8]=[CH:9][C:4]=2[N:3]=[C:2]1[C:10]1[C:11]([NH2:17])=[N:12][CH:13]=[C:14]([C:26]2[NH:25][C:33]3[C:28]([CH:27]=2)=[CH:29][CH:30]=[CH:31][CH:32]=3)[CH:15]=1 |f:2.3.4,7.8.9.10|. Procedure: A mixture of 3-benzothiazol-2-yl-5-bromopyridin-2-ylamine (BB7) (25 mg, 0.080 mmol), 1-Boc-indole-2-boronic acid (40 mg, 0.20 mmol) and potassium carbonate (34 mg, 0.24 mmol) in 1,4-dioxane (1.4 mL) and H2O (0.5 mL) was degassed and refilled with argon (3×) prior to the addition of Pd(dppf)Cl2 (6 mg, 0.01 mmol). The reaction mixture was degassed and refilled with argon (2×) and left to stir at 100° C. in the microwave reactor for 30 min. Then, the mixture was passed through PL-Thiol MP SPE resin... Reactants: COC1=CC=C(C(CBr)=O)C=C1 (4-methoxyphenacyl bromide), [Cl-].[NH4+] (ammonium chloride), C(CC(=O)OCC)(=O)OCC (diethyl malonate), CC(C)([O-])C.[K+] (potassium t-butoxide). Solvent: O1CCCC1 (tetrahydrofuran), O1CCCC1 (tetrahydrofuran). Conditions: time 1 hour. Yields the product COC1=CC=C(C(CC(C(=O)OCC)C(=O)OCC)=O)C=C1 (Diethyl α-(4-methoxyphenacyl)malonate). Yield: 72.5%. RXN SMILES: [C:1]([O:9][CH2:10][CH3:11])(=[O:8])[CH2:2][C:3]([O:5][CH2:6][CH3:7])=[O:4].CC(C)([O-])C.[K+].[CH3:18][O:19][C:20]1[CH:29]=[CH:28][C:23]([C:24](=[O:27])[CH2:25]Br)=[CH:22][CH:21]=1.[Cl-].[NH4+]>O1CCCC1>[CH3:18][O:19][C:20]1[CH:29]=[CH:28][C:23]([C:24](=[O:27])[CH2:25][CH:2]([C:3]([O:5][CH2:6][CH3:7])=[O:4])[C:1]([O:9][CH2:10][CH3:11])=[O:8])=[CH:22][CH:21]=1 |f:1.2,4.5|. Procedure details: 3.50 g (21.8 mmol) of diethyl malonate were dissolved in 60 ml of anhydrous tetrahydrofuran, and 2.70 g (24.0 mmol) of potassium t-butoxide were added to the resulting solution, whilst ice-cooling. The mixture was then stirred for 1 hour. At the end of this time, a solution of 5.00 g (21.8 mmol) of 4-methoxyphenacyl bromide in 40 ml of anhydrous tetrahydrofuran was slowly added dropwise to the mixture, whilst ice-cooling. The mixture was stirred, whilst ice-cooling for 1 hour, and then a saturat...